From a dataset of the Open Reaction Database (ORD), a public repository of structured organic reaction records. describe an organic reaction: reactants, conditions, products, and yield The reactants are Cc1cc(C2(c3cccc(Br)c3)COC(=O)N2)ccc1OC(F)F, CCO, [Li+], [OH-], O. Yields the product Cc1cc(C(N)(CO)c2cccc(Br)c2)ccc1OC(F)F. Reaction SMILES: [Br:1][c:2]1[cH:3][c:4]([C:8]2([c:14]3[cH:15][c:16]([CH3:24])[c:17]([O:20][CH:21]([F:22])[F:23])[cH:18][cH:19]3)[NH:9][C:10](=[O:13])[O:11][CH2:12]2)[cH:5][cH:6][cH:7]1.[CH3:25][CH2:26][OH:27].[Li+:28].[OH-:29].[OH2:30]>>[Br:1][c:2]1[cH:3][c:4]([C:8]([NH2:9])([CH2:12][OH:11])[c:14]2[cH:15][c:16]([CH3:24])[c:17]([O:20][CH:21]([F:22])[F:23])[cH:18][cH:19]2)[cH:5][cH:6][cH:7]1. The product is CC(c1c(Cl)ccc(F)c1Cl)c1c[nH]c2ncc(C3=CCN(S(N)(=O)=O)CC3)cc12. Reaction SMILES: [Cl:1][c:2]1[c:3]([CH:10]([CH3:11])[c:12]2[cH:13][nH:14][c:15]3[n:16][cH:17][c:18]([C:21]4=[CH:26][CH2:25][NH:24][CH2:23][CH2:22]4)[cH:19][c:20]23)[c:4]([Cl:9])[cH:5][cH:6][c:7]1[F:8].[NH2:27][S:28]([NH2:29])(=[O:30])=[O:31].[O:32]1[CH2:33][CH2:34][O:35][CH2:36][CH2:37]1>>[Cl:1][c:2]1[c:3]([CH:10]([CH3:11])[c:12]2[cH:13][nH:14][c:15]3[n:16][cH:17][c:18]([C:21]4=[CH:26][CH2:25][N:24]([S:28]([NH2:27])(=[O:30])=[O:31])[CH2:23][CH2:22]4)[cH:19][c:20]23)[c:4]([Cl:9])[cH:5][cH:6][c:7]1[F:8]. Reactants: CC(c1c(Cl)ccc(F)c1Cl)c1c[nH]c2ncc(C3=CCNCC3)cc12, NS(N)(=O)=O, C1COCCO1. The reactants are FC1=CC=C(C=C1)B(O)O (4-fluorophenyl boronic acid), C([O-])([O-])=O.[K+].[K+] (potassium carbonate), BrC=1C=C2C(=CNC2=C(C1)C(=O)N)C1CS(CC1)(=O)=O (5-Bromo-3-(1,1-dioxidotetrahydro-3-thienyl)-1H-indole-7-carboxamide). The reagents and catalysts are C=1C=CC(=CC1)[P](C=2C=CC=CC2)(C=3C=CC=CC3)[Pd]([P](C=4C=CC=CC4)(C=5C=CC=CC5)C=6C=CC=CC6)([P](C=7C=CC=CC7)(C=8C=CC=CC8)C=9C=CC=CC9)[P](C=1C=CC=CC1)(C=1C=CC=CC1)C=1C=CC=CC1 (Pd(PPh3)4). The solvent is O.O1CCOCC1 (dioxane water). Reaction conditions: temperature 150 celsius, time 5 minute. Yields the product O=S1(CC(CC1)C1=CNC2=C(C=C(C=C12)C1=CC=C(C=C1)F)C(=O)N)=O ((rac)-3-(1,1-Dioxidotetrahydro-3-thienyl)-5-(4-fluorophenyl)-1H-indole-7-carboxamide). Isolated yield 16.3%. As a reaction SMILES: Br[C:2]1[CH:3]=[C:4]2[C:8](=[C:9]([C:11]([NH2:13])=[O:12])[CH:10]=1)[NH:7][CH:6]=[C:5]2[CH:14]1[CH2:18][CH2:17][S:16](=[O:20])(=[O:19])[CH2:15]1.[F:21][C:22]1[CH:27]=[CH:26][C:25](B(O)O)=[CH:24][CH:23]=1.C(=O)([O-])[O-].[K+].[K+]>C1C=CC([P]([Pd]([P](C2C=CC=CC=2)(C2C=CC=CC=2)C2C=CC=CC=2)([P](C2C=CC=CC=2)(C2C=CC=CC=2)C2C=CC=CC=2)[P](C2C=CC=CC=2)(C2C=CC=CC=2)C2C=CC=CC=2)(C2C=CC=CC=2)C2C=CC=CC=2)=CC=1.O.O1CCOCC1>[O:19]=[S:16]1(=[O:20])[CH2:17][CH2:18][CH:14]([C:5]2[C:4]3[C:8](=[C:9]([C:11]([NH2:13])=[O:12])[CH:10]=[C:2]([C:25]4[CH:26]=[CH:27][C:22]([F:21])=[CH:23][CH:24]=4)[CH:3]=3)[NH:7][CH:6]=2)[CH2:15]1 |f:2.3.4,6.7,^1:40,42,61,80|. Reported procedure: 5-Bromo-3-(1,1-dioxidotetrahydro-3-thienyl)-1H-indole-7-carboxamide (100 mg, 0.28 mmol), and dioxane water (3:1, 2 mL) were dissolved together. 4-fluorophenyl boronic acid (59 mg, 0.42 mmol), potassium carbonate (116 mg, 0.84 mmol) were added and a stream of Ar was passed through the solution for 5 min and then Pd(PPh3)4 was added (32 mg, 0.028 mmol). Argon was passed through the solution for 5 min and then the mixture was heated on the microwave at 150° C. for 20 min. The reaction mixture was c... The reactants are BrCCCc1ccccc1, CO, [Na], O. The product is COCCCc1ccccc1. As a reaction SMILES: [Br:2][CH2:3][CH2:4][CH2:5][c:6]1[cH:7][cH:8][cH:9][cH:10][cH:11]1.[CH3:13][OH:14].[Na:1].[OH2:12]>>[CH2:3]([CH2:4][CH2:5][c:6]1[cH:7][cH:8][cH:9][cH:10][cH:11]1)[O:12][CH3:13].